From a dataset of the Open Reaction Database (ORD), a public repository of structured organic reaction records. describe an organic reaction: reactants, conditions, products, and yield The reactants are O=[N+]([O-])c1cc(O)c(C2CCCCC2)cc1Br, BrCc1ccccc1, O=C([O-])[O-], [Cs+], [Cs+], CN(C)C=O. Product: O=[N+]([O-])c1cc(OCc2ccccc2)c(C2CCCCC2)cc1Br. As a reaction SMILES: [Br:1][c:2]1[cH:3][c:4]([CH:12]2[CH2:13][CH2:14][CH2:15][CH2:16][CH2:17]2)[c:5]([OH:11])[cH:6][c:7]1[N+:8](=[O:9])[O-:10].[Br:24][CH2:25][c:26]1[cH:27][cH:28][cH:29][cH:30][cH:31]1.[C:18](=[O:19])([O-:20])[O-:21].[Cs+:22].[Cs+:23].[O:32]=[CH:33][N:34]([CH3:35])[CH3:36]>>[Br:1][c:2]1[cH:3][c:4]([CH:12]2[CH2:13][CH2:14][CH2:15][CH2:16][CH2:17]2)[c:5]([O:11][CH2:25][c:26]2[cH:27][cH:28][cH:29][cH:30][cH:31]2)[cH:6][c:7]1[N+:8](=[O:9])[O-:10]. Reactants: C=CCCCCCCCCO, O=C1CCC(=O)N1Br, CN(C)C=O, c1ccc(P(c2ccccc2)c2ccccc2)cc1. Yields the product C=CCCCCCCCCBr. As a reaction SMILES: [CH2:1]([CH2:2][CH2:3][CH2:4][CH2:5][CH2:6][CH2:7][CH2:8][CH:9]=[CH2:10])[OH:11].[O:31]=[C:32]1[N:33]([Br:38])[C:34](=[O:35])[CH2:36][CH2:37]1.[O:39]=[CH:40][N:41]([CH3:42])[CH3:43].[c:12]1([P:13]([c:14]2[cH:15][cH:16][cH:17][cH:18][cH:19]2)[c:20]2[cH:21][cH:22][cH:23][cH:24][cH:25]2)[cH:26][cH:27][cH:28][cH:29][cH:30]1>>[CH2:1]([CH2:2][CH2:3][CH2:4][CH2:5][CH2:6][CH2:7][CH2:8][CH:9]=[CH2:10])[Br:38]. Starting materials: [BH4-], O=C(F)c1c(F)c(Cl)c(F)c(Cl)c1F, Cl, [Na+], C1COCCO1, O. The product is OCc1c(F)c(Cl)c(F)c(Cl)c1F. Reaction SMILES: [BH4-:1].[Cl:3][c:4]1[c:5]([F:16])[c:6]([C:7](=[O:8])[F:9])[c:10]([F:15])[c:11]([Cl:14])[c:12]1[F:13].[ClH:18].[Na+:2].[O:19]1[CH2:20][CH2:21][O:22][CH2:23][CH2:24]1.[OH2:17]>>[Cl:3][c:4]1[c:5]([F:16])[c:6]([CH2:7][OH:8])[c:10]([F:15])[c:11]([Cl:14])[c:12]1[F:13]. The reactants are CCOC(=O)C(=Cc1ccc(OCCN2COc3ccccc3C2=O)cc1)OCC, C1COCCO1, [H][H], [Pd]. Product: CCOC(=O)C(Cc1ccc(OCCN2COc3ccccc3C2=O)cc1)OCC. As a reaction SMILES: [CH2:1]([CH3:2])[O:3][C:4]([C:5](=[O:6])[O:7][CH2:8][CH3:9])=[CH:10][c:11]1[cH:12][cH:13][c:14]([O:17][CH2:18][CH2:19][N:20]2[CH2:21][O:22][c:23]3[c:24]([cH:27][cH:28][cH:29][cH:30]3)[C:25]2=[O:26])[cH:15][cH:16]1.[CH2:33]1[O:34][CH2:35][CH2:36][O:37][CH2:38]1.[H:31][H:32].[Pd:39]>>[CH2:1]([CH3:2])[O:3][CH:4]([C:5](=[O:6])[O:7][CH2:8][CH3:9])[CH2:10][c:11]1[cH:12][cH:13][c:14]([O:17][CH2:18][CH2:19][N:20]2[CH2:21][O:22][c:23]3[c:24]([cH:27][cH:28][cH:29][cH:30]3)[C:25]2=[O:26])[cH:15][cH:16]1. Starting materials: CN(CCO)C(=O)OC(C)(C)C, C1CCOC1, O=S(=O)(c1ccccc1F)n1ccc2c(O)cccc21, c1ccc(P(c2ccccc2)c2ccccc2)cc1. The product is CN(CCOc1cccc2c1ccn2S(=O)(=O)c1ccccc1F)C(=O)OC(C)(C)C. RXN SMILES: [C:40]([CH3:41])([CH3:42])([CH3:43])[O:44][C:45]([N:46]([CH3:47])[CH2:48][CH2:49][OH:50])=[O:51].[CH2:52]1[O:53][CH2:54][CH2:55][CH2:56]1.[F:20][c:21]1[c:22]([S:27](=[O:28])(=[O:29])[n:30]2[cH:31][cH:32][c:33]3[c:34]([OH:39])[cH:35][cH:36][cH:37][c:38]23)[cH:23][cH:24][cH:25][cH:26]1.[c:1]1([P:2]([c:3]2[cH:4][cH:5][cH:6][cH:7][cH:8]2)[c:9]2[cH:10][cH:11][cH:12][cH:13][cH:14]2)[cH:15][cH:16][cH:17][cH:18][cH:19]1>>[F:20][c:21]1[c:22]([S:27](=[O:28])(=[O:29])[n:30]2[cH:31][cH:32][c:33]3[c:34]([O:39][CH2:49][CH2:48][N:46]([C:45]([O:44][C:40]([CH3:41])([CH3:42])[CH3:43])=[O:51])[CH3:47])[cH:35][cH:36][cH:37][c:38]23)[cH:23][cH:24][cH:25][cH:26]1.